describe an organic reaction: reactants, conditions, products, and yield From a dataset of the Open Reaction Database (ORD), a public repository of structured organic reaction records. Starting materials: O1CCCNC2=C1C=CC=C2 (2,3,4,5-tetrahydro-1,5-benzoxazepine), BrCC(=O)Br (bromoacetyl bromide). Product: BrCC(=O)N1CCCOC2=C1C=CC=C2 (5-(2-bromoacetyl)-2,3,4,5-tetrahydro-1,5-benzoxazepine). Reaction SMILES: [O:1]1[C:7]2[CH:8]=[CH:9][CH:10]=[CH:11][C:6]=2[NH:5][CH2:4][CH2:3][CH2:2]1.[Br:12][CH2:13][C:14](Br)=[O:15]>>[Br:12][CH2:13][C:14]([N:5]1[C:6]2[CH:11]=[CH:10][CH:9]=[CH:8][C:7]=2[O:1][CH2:2][CH2:3][CH2:4]1)=[O:15]. Procedure details: 2,3,4,5-tetrahydro-1,5-benzoxazepine [E. K. Orlova et al.; Kim. Geterotsikl. Soedin.,9, 1296 (1975): Chem. abstra., 84, 59411] and bromoacetyl bromide were used to produce the above compound in the same way as Reference Example 8. Reactants: BrC1=CC=C(C=C1)S(=O)(=O)Cl (4-Bromobenzene sulfonyl chloride), C1(CC1)CN (cyclopropylmethylamine). Run in ClCCl (dichloromethane). Yields the product BrC1=CC=C(C=C1)S(=O)(=O)NCC1CC1 (4-bromo-N-(cyclopropylmethyl)benzenesulfonamide). Yield: 26.5%. Reaction SMILES: [Br:1][C:2]1[CH:7]=[CH:6][C:5]([S:8](Cl)(=[O:10])=[O:9])=[CH:4][CH:3]=1.[CH:12]1([CH2:15][NH2:16])[CH2:14][CH2:13]1>ClCCl>[Br:1][C:2]1[CH:7]=[CH:6][C:5]([S:8]([NH:16][CH2:15][CH:12]2[CH2:14][CH2:13]2)(=[O:10])=[O:9])=[CH:4][CH:3]=1. Procedure details: According to general procedure C, 4-Bromobenzene sulfonyl chloride (0.40 g, 1.56 mmol) and cyclopropylmethylamine (0.35 mL, 3.90 mmol) were stirred together in dry dichloromethane (5 mL) for 16 hours. 4-bromo-N-(cyclopropylmethyl)benzenesulfonamide (0.12 g) was provided after purification. MS (ESI) m/z 290. HPLC purity 100.0% at 210-370 nm, 9.0 min.; the Xterra® RP18 column, 3.5μ, 150×4.6 mm column, 1.2 mL/min., 85/15-5/95 (ammonium formate buffer pH=3.5/ACN+MeOH) for 10 min., hold 4 min. Starting materials: O=C1CCC(=O)N1Br, O=C([O-])O, C1CCOC1, COC(=O)c1ccc(O)c(C(=O)OC)c1, [Na+], O. Yields the product COC(=O)c1cc(Br)c(O)c(C(=O)OC)c1. Reaction SMILES: [Br:16][N:17]1[C:18](=[O:19])[CH2:20][CH2:21][C:22]1=[O:23].[C:25](=[O:26])([OH:27])[O-:28].[CH2:30]1[O:31][CH2:32][CH2:33][CH2:34]1.[CH3:1][O:2][C:3]([c:4]1[cH:5][c:6]([C:7](=[O:8])[O:9][CH3:10])[c:11]([OH:14])[cH:12][cH:13]1)=[O:15].[Na+:29].[OH2:24]>>[CH3:1][O:2][C:3]([c:4]1[cH:5][c:6]([C:7](=[O:8])[O:9][CH3:10])[c:11]([OH:14])[c:12]([Br:16])[cH:13]1)=[O:15]. The reactants are CN(S(=O)(=O)N1C(=NC2=C1C=C(C=C2)C(C2=CC=CC=C2)(O)C(C)C)N)C (1-dimethylaminosulfonyl-2-amino-6-(α-isopropyl-α-hydroxybenzyl)benzimidazole), C1(=CC=C(C=C1)S(=O)(=O)O)C (p-toluenesulfonic acid). Solvent: C(Cl)(Cl)Cl (chloroform). Yields the product CN(S(=O)(=O)N1C(=NC2=C1C=C(C=C2)C(C2=CC=CC=C2)=C(C)C)N)C (1-dimethylaminosulfonyl-2-amino-6-(α-isopropylidenebenzyl)benzimidazole). Reaction SMILES: [CH3:1][N:2]([CH3:27])[S:3]([N:6]1[C:10]2[CH:11]=[C:12]([C:15]([CH:23]([CH3:25])[CH3:24])(O)[C:16]3[CH:21]=[CH:20][CH:19]=[CH:18][CH:17]=3)[CH:13]=[CH:14][C:9]=2[N:8]=[C:7]1[NH2:26])(=[O:5])=[O:4].C1(C)C=CC(S(O)(=O)=O)=CC=1>C(Cl)(Cl)Cl>[CH3:27][N:2]([CH3:1])[S:3]([N:6]1[C:10]2[CH:11]=[C:12]([C:15](=[C:23]([CH3:24])[CH3:25])[C:16]3[CH:17]=[CH:18][CH:19]=[CH:20][CH:21]=3)[CH:13]=[CH:14][C:9]=2[N:8]=[C:7]1[NH2:26])(=[O:4])=[O:5]. Procedure details: When the procedure of Example 72 was repeated using 1.2 g. (3.2 mmoles) of 1-dimethylaminosulfonyl-2-amino-6-(α-isopropyl-α-hydroxybenzyl)benzimidazole, 750 mg. of p-toluenesulfonic acid, and 100 ml. of chloroform, there was obtained 1-dimethylaminosulfonyl-2-amino-6-(α-isopropylidenebenzyl)benzimidazole. The reactants are [Br-], Br, CN(C)CCCCCC[P+](c1ccccc1)(c1ccccc1)c1ccccc1, COC(=O)c1ccc(C=O)cc1, C1CCOC1. Yields the product COC(=O)c1ccc(C=CCCCCCN(C)C)cc1. Reaction SMILES: [Br-:2].[BrH:1].[CH3:3][N:4]([CH2:5][CH2:6][CH2:7][CH2:8][CH2:9][CH2:10][P+:11]([c:12]1[cH:13][cH:14][cH:15][cH:16][cH:17]1)([c:18]1[cH:19][cH:20][cH:21][cH:22][cH:23]1)[c:24]1[cH:25][cH:26][cH:27][cH:28][cH:29]1)[CH3:30].[CH:31](=[O:32])[c:33]1[cH:34][cH:35][c:36]([C:37](=[O:38])[O:39][CH3:40])[cH:41][cH:42]1.[O:43]1[CH2:44][CH2:45][CH2:46][CH2:47]1>>[CH3:3][N:4]([CH2:5][CH2:6][CH2:7][CH2:8][CH2:9][CH:10]=[CH:31][c:33]1[cH:34][cH:35][c:36]([C:37](=[O:38])[O:39][CH3:40])[cH:41][cH:42]1)[CH3:30]. Reactants: BrCCCCC(=O)OC (methyl 5-bromovalerate), C[O-].[Na+] (NaOMe). Solvent: CO (MeOH). The product is COCCCCC(=O)OC (methyl 5-methoxyvalerate). The yield is 97.7%. Reaction SMILES: Br[CH2:2][CH2:3][CH2:4][CH2:5][C:6]([O:8][CH3:9])=[O:7].[CH3:10][O-:11].[Na+]>CO>[CH3:10][O:11][CH2:2][CH2:3][CH2:4][CH2:5][C:6]([O:8][CH3:9])=[O:7] |f:1.2|. Procedure: A solution of methyl 5-bromovalerate (10.0 g, 51.3 mmol), NaOMe (12.3 ml of 25% solution, 53.8 mmol) in 100 ml of MeOH was refluxed for 5 hrs. The MeOH was removed in vacuo and residue was partitioned between CHCl3 (200 ml) and water (50 ml). The organic layer was separated and washed with water (100 ml). After drying (Na2SO4) and evaporation of solvent, methyl 5-methoxyvalerate (7.33 g, 97.8%) was obtained as a colorless oil. Reactants: Brc1ccc(I)cc1, C1CCOC1, CC1(C)OB(C(=CC2CCCC2)CO)OC1(C)C, [Cs+], [F-], c1ccc([PH](c2ccccc2)(c2ccccc2)[Pd-4]([PH](c2ccccc2)(c2ccccc2)c2ccccc2)([PH](c2ccccc2)(c2ccccc2)c2ccccc2)[PH](c2ccccc2)(c2ccccc2)c2ccccc2)cc1. The product is OCC(=CC1CCCC1)c1ccc(Br)cc1. As a reaction SMILES: [Br:1][c:2]1[cH:3][cH:4][c:5]([I:8])[cH:6][cH:7]1.[CH2:29]1[O:30][CH2:31][CH2:32][CH2:33]1.[CH:9]1([CH:14]=[C:15]([CH2:16][OH:17])[B:18]2[O:19][C:20]([CH3:21])([CH3:22])[C:23]([CH3:24])([CH3:25])[O:26]2)[CH2:10][CH2:11][CH2:12][CH2:13]1.[Cs+:28].[F-:27].[c:34]1([PH:35]([Pd-4:36]([PH:37]([c:38]2[cH:39][cH:40][cH:41][cH:42][cH:43]2)([c:44]2[cH:45][cH:46][cH:47][cH:48][cH:49]2)[c:50]2[cH:51][cH:52][cH:53][cH:54][cH:55]2)([PH:56]([c:57]2[cH:58][cH:59][cH:60][cH:61][cH:62]2)([c:63]2[cH:64][cH:65][cH:66][cH:67][cH:68]2)[c:69]2[cH:70][cH:71][cH:72][cH:73][cH:74]2)[PH:75]([c:76]2[cH:77][cH:78][cH:79][cH:80][cH:81]2)([c:82]2[cH:83][cH:84][cH:85][cH:86][cH:87]2)[c:88]2[cH:89][cH:90][cH:91][cH:92][cH:93]2)([c:94]2[cH:95][cH:96][cH:97][cH:98][cH:99]2)[c:100]2[cH:101][cH:102][cH:103][cH:104][cH:105]2)[cH:106][cH:107][cH:108][cH:109][cH:110]1>>[Br:1][c:2]1[cH:3][cH:4][c:5]([C:15](=[CH:14][CH:9]2[CH2:10][CH2:11][CH2:12][CH2:13]2)[CH2:16][OH:17])[cH:6][cH:7]1. The reactants are ClC=1C=C(C=CC1Cl)C(CNC(C1=CC=CC=C1)=O)CCO (N-[2-(3,4-Dichlorophenyl)-4-hydroxybutyl]benzamide), [OH-].[Na+] (sodium hydroxide), CCOCC (ether). The solvent is O (water), O1CCCC1 (tetrahydrofuran), Cl (hydrochloric acid). The product is OC1=C(C(=O)N)C=CC=C1 (hydroxy benzamide). RXN SMILES: ClC1C=C(C(CCO)C[NH:11][C:12](=[O:19])[C:13]2[CH:18]=[CH:17][CH:16]=[CH:15][CH:14]=2)C=CC=1Cl.CC[O:25]CC.[OH-].[Na+]>O1CCCC1.Cl.O>[OH:25][C:14]1[CH:15]=[CH:16][CH:17]=[CH:18][C:13]=1[C:12]([NH2:11])=[O:19] |f:2.3|. Reported procedure: N-[2-(3,4-Dichlorophenyl)-4-hydroxybutyl]benzamide. A solution of the above ether (4.0 g) in tetrahydrofuran (20 mL) and 3 N hydrochloric acid (20 mL) was stirred for 2 hours. The reaction mixture was diluted with water, neutralized with 1 N sodium hydroxide, and extracted with dichloromethane. The organic extracts were dried, evaporated, and chromatographed, with dichloromethane:methanol (95:5) as eluent, to give the hydroxy benzamide compound as a viscous oil (2.9 g); NMR: 7.63 (m,2), 7.47 (m,...